Dataset: the Open Reaction Database (ORD), a public repository of structured organic reaction records. Task: describe an organic reaction: reactants, conditions, products, and yield Starting materials: C[O-].[Na+] (sodium methoxide), ClC1=C(C=CC(=C1)OC)C=1C=2N(C=CN1)C(=C(N2)S(=O)(=O)C)N(CCC)CC2CC2 (N-[8-(2-chloro-4-methoxyphenyl)-2-(methylsulfonyl)imidazo[1,2-a]pyrazin-3-yl]-N-cyclopropylmethyl-N-propylamine). As a reaction SMILES: [CH3:1][O-:2].[Na+].[Cl:4][C:5]1[CH:10]=[C:9]([O:11][CH3:12])[CH:8]=[CH:7][C:6]=1[C:13]1[C:14]2[N:15]([C:19]([N:26]([CH2:30][CH:31]3[CH2:33][CH2:32]3)[CH2:27][CH2:28][CH3:29])=[C:20](S(C)(=O)=O)[N:21]=2)[CH:16]=[CH:17][N:18]=1>O>[Cl:4][C:5]1[CH:10]=[C:9]([O:11][CH3:12])[CH:8]=[CH:7][C:6]=1[C:13]1[C:14]2[N:15]([C:19]([N:26]([CH2:30][CH:31]3[CH2:33][CH2:32]3)[CH2:27][CH2:28][CH3:29])=[C:20]([O:2][CH3:1])[N:21]=2)[CH:16]=[CH:17][N:18]=1 |f:0.1|. Reported procedure: A 28% sodium methoxide solution (5 mL) was added to N-[8-(2-chloro-4-methoxyphenyl)-2-(methylsulfonyl)imidazo[1,2-a]pyrazin-3-yl]-N-cyclopropylmethyl-N-propylamine (80 mg), and the mixture was stirred for 6 hours by heating under reflux. After cooled to room temperature, water was added thereto, which was extracted with ethyl acetate, washed with water, dried over anhydrous magnesium sulfate, and then the solvent was evaporated. The resulting residue was purified by silica gel column chromatogra... Product: ClC1=C(C=CC(=C1)OC)C=1C=2N(C=CN1)C(=C(N2)OC)N(CCC)CC2CC2 (N-[8-(2-Chloro-4-methoxyphenyl)-2-methoxyimidazo[1,2-a]pyrazin-3-yl]-N-cyclopropylmethyl-N-propylamine). Conditions: time 6 hour. Run in O (water).